Dataset: the Open Reaction Database (ORD), a public repository of structured organic reaction records. Task: describe an organic reaction: reactants, conditions, products, and yield Starting materials: CN(S(=O)(=O)N1C(=NC2=C1C=CC(=C2)C(=O)NN)N)C (1-dimethylaminosulfonyl-2-amino-5-benzimidazolecarboxylic acid hydrazide), 2B. The reagents and catalysts are [Ni] (Raney nickel). The solvent is C(C)O (ethanol). Yields the product O.CN(S(=O)(=O)N1C(=NC2=C1C=CC(=C2)C(=O)N)N)C (1-dimethylaminosulfonyl-2-amino-5-benzimidazolecarboxamide hydrate). Reaction SMILES: [CH3:1][N:2]([CH3:20])[S:3]([N:6]1[C:10]2[CH:11]=[CH:12][C:13]([C:15]([NH:17]N)=[O:16])=[CH:14][C:9]=2[N:8]=[C:7]1[NH2:19])(=[O:5])=[O:4]>[Ni].C(O)C>[OH2:4].[CH3:1][N:2]([CH3:20])[S:3]([N:6]1[C:10]2[CH:11]=[CH:12][C:13]([C:15]([NH2:17])=[O:16])=[CH:14][C:9]=2[N:8]=[C:7]1[NH2:19])(=[O:4])=[O:5] |f:3.4|. Procedure: Two grams of 1-dimethylaminosulfonyl-2-amino-5-benzimidazolecarboxylic acid hydrazide, 8 g. of Raney nickel and 100 ml. of 2B ethanol were refluxed for 4 hours. The cooled mixture was filtered and the catalyst was washed with ethanol. The ethanol washings were combined with the filtrate. The ethanol solution was evaporated to dryness in vacuo. The residue was dissolved in methanol and the solution was filtered through a fritted glass funnel having 4 mm. layer of alumina. The methanol filtrate wa...